Dataset: the Open Reaction Database (ORD), a public repository of structured organic reaction records. Task: describe an organic reaction: reactants, conditions, products, and yield The reactants are ClC1=NC(=C(C(=O)OC)C=C1)NCCC1=CC(=CC=C1)F.[Cl-] (chloride methyl 6-chloro-2-(3-fluorophenethylamino)nicotinate), C(#N)C1=C(C=CC=C1)B(O)O (2-cyanophenyl boronic acid), C(=O)([O-])[O-].[K+].[K+] (K2CO3), CN(C)C=O (DMF). The reagents and catalysts are C1=CC=C(C=C1)P([C-]2C=CC=C2)C3=CC=CC=C3.C1=CC=C(C=C1)P([C-]2C=CC=C2)C3=CC=CC=C3.Cl[Pd]Cl.[Fe+2] (PdCl2(dppf)2). Conditions: temperature 100 celsius, time 2 hour. Yields the product C(#N)C1=C(C=CC=C1)C1=NC(=C(C(=O)NCC=2C=NC=CC2)C=C1)NCCC1=CC(=CC=C1)F (6-(2-cyanophenyl)-2-(3-fluorophenethylamino)-N-(pyridin-3-ylmethyl)nicotinamide), C(#N)C1=C(C=CC=C1)C1=NC(=C(C(=O)OC)C=C1)NCCC1=CC(=CC=C1)F (methyl 6-(2-cyanophenyl)-2-(3-fluorophenethylamino)nicotinate). Isolated yield 82.0%. RXN SMILES: Cl[C:2]1[CH:11]=[CH:10][C:5]([C:6]([O:8][CH3:9])=[O:7])=[C:4]([NH:12][CH2:13][CH2:14][C:15]2[CH:20]=[CH:19][CH:18]=[C:17]([F:21])[CH:16]=2)[N:3]=1.[Cl-].[C:23]([C:25]1[CH:30]=[CH:29][CH:28]=[CH:27][C:26]=1B(O)O)#[N:24].C([O-])([O-])=O.[K+].[K+].[CH3:40][N:41]([CH:43]=O)C>C1C=CC(P(C2C=CC=CC=2)[C-]2C=CC=C2)=CC=1.C1C=CC(P(C2C=CC=CC=2)[C-]2C=CC=C2)=CC=1.Cl[Pd]Cl.[Fe+2]>[C:23]([C:25]1[CH:30]=[CH:29][CH:28]=[CH:27][C:26]=1[C:2]1[CH:11]=[CH:10][C:5]([C:6]([NH:3][CH2:2][C:11]2[CH:40]=[N:41][CH:43]=[CH:5][CH:10]=2)=[O:8])=[C:4]([NH:12][CH2:13][CH2:14][C:15]2[CH:20]=[CH:19][CH:18]=[C:17]([F:21])[CH:16]=2)[N:3]=1)#[N:24].[C:23]([C:25]1[CH:30]=[CH:29][CH:28]=[CH:27][C:26]=1[C:2]1[CH:11]=[CH:10][C:5]([C:6]([O:8][CH3:9])=[O:7])=[C:4]([NH:12][CH2:13][CH2:14][C:15]2[CH:20]=[CH:19][CH:18]=[C:17]([F:21])[CH:16]=2)[N:3]=1)#[N:24] |f:0.1,3.4.5,7.8.9.10|. Procedure details: A mixture of chloride methyl 6-chloro-2-(3-fluorophenethylamino)nicotinate (30.8 g, 0.1 mol), 2-cyanophenyl boronic acid (17.6 g, 0.12 mol), PdCl2(dppf)2 (3.6 g, 5.0 mmol), K2CO3 (41.4 g, 0.3 mol) and anhydrous DMF (100 mL) was degassed with nitrogen for 30 min. The mixture was then stirred at 100° C. for 2 hrs. The mixture was filtered through the Celite and washed with EtOAc. The filtrate was diluted with EtOAc, washed with brine and concentrated to dryness. The residue was purified by silica ...